Dataset: the Open Reaction Database (ORD), a public repository of structured organic reaction records. Task: describe an organic reaction: reactants, conditions, products, and yield The reactants are CCO, Fc1ccc2c(C3CCNCC3)noc2c1, C=CC(N)=O. Yields the product NC(=O)CCN1CCC(c2noc3cc(F)ccc23)CC1. RXN SMILES: [CH3:22][CH2:23][OH:24].[F:1][c:2]1[cH:3][c:4]2[c:5]([c:6]([CH:9]3[CH2:10][CH2:11][NH:12][CH2:13][CH2:14]3)[n:7][o:8]2)[cH:15][cH:16]1.[NH2:17][C:18](=[O:19])[CH:20]=[CH2:21]>>[F:1][c:2]1[cH:3][c:4]2[c:5]([c:6]([CH:9]3[CH2:10][CH2:11][N:12]([CH2:21][CH2:20][C:18]([NH2:17])=[O:19])[CH2:13][CH2:14]3)[n:7][o:8]2)[cH:15][cH:16]1.